Dataset: the Open Reaction Database (ORD), a public repository of structured organic reaction records. Task: describe an organic reaction: reactants, conditions, products, and yield Yields the product COC(=O)c1cc(-c2cccn2C)c(C(F)(F)F)cc1N. Reaction SMILES: [CH3:17][n:18]1[c:19]([Sn:23]([CH2:24][CH2:25][CH2:26][CH3:27])([CH2:28][CH2:29][CH2:30][CH3:31])[CH2:32][CH2:33][CH2:34][CH3:35])[cH:20][cH:21][cH:22]1.[CH3:1][O:2][C:3]([c:4]1[c:5]([NH2:15])[cH:6][c:7]([C:11]([F:12])([F:13])[F:14])[c:8]([I:10])[cH:9]1)=[O:16].[O:36]1[CH2:37][CH2:38][O:39][CH2:40][CH2:41]1>>[CH3:1][O:2][C:3]([c:4]1[c:5]([NH2:15])[cH:6][c:7]([C:11]([F:12])([F:13])[F:14])[c:8](-[c:19]2[n:18]([CH3:17])[cH:22][cH:21][cH:20]2)[cH:9]1)=[O:16]. Starting materials: CCCC[Sn](CCCC)(CCCC)c1cccn1C, COC(=O)c1cc(I)c(C(F)(F)F)cc1N, C1COCCO1. Starting materials: O1C(CCCC1)ONC(=O)[C@@H](C\C=C\C1=CC=CC=C1)[C@H](C(=O)NN(CC(C)C)C([C@@H](C)O)=O)CC(C)C ((E)-2(R)-[1(S)-[(tetrahydro-2(RS)-pyranyloxy)carbamoyl]-4-phenyl-3-butenyl]-2′-(2(R)-hydroxypropionyl)-2′-isobutyl-4-methylvalerohydrazide), C1(=CC=C(C=C1)S(=O)(=O)O)C (p-toluenesulphonic acid). Solvent: CO (methanol). Run at time 0.5 hour. The product is ONC(=O)[C@@H](C\C=C\C1=CC=CC=C1)[C@H](C(=O)NN(CC(C)C)C([C@@H](C)O)=O)CC(C)C ((E)-2(R)-[1(S)-(hydroxycarbamoyl)-4-phenyl-3-butenyl]-2′-(2(R)-hydroxypropionyl)-2′-isobutyl-4-methylvalerohydrazide). Isolated yield 88.8%. Reaction SMILES: O1CCCCC1[O:7][NH:8][C:9]([C@H:11]([C@@H:21]([CH2:35][CH:36]([CH3:38])[CH3:37])[C:22]([NH:24][N:25]([C:30](=[O:34])[C@H:31]([OH:33])[CH3:32])[CH2:26][CH:27]([CH3:29])[CH3:28])=[O:23])[CH2:12]/[CH:13]=[CH:14]/[C:15]1[CH:20]=[CH:19][CH:18]=[CH:17][CH:16]=1)=[O:10].C1(C)C=CC(S(O)(=O)=O)=CC=1>CO>[OH:7][NH:8][C:9]([C@H:11]([C@@H:21]([CH2:35][CH:36]([CH3:38])[CH3:37])[C:22]([NH:24][N:25]([C:30](=[O:34])[C@H:31]([OH:33])[CH3:32])[CH2:26][CH:27]([CH3:29])[CH3:28])=[O:23])[CH2:12]/[CH:13]=[CH:14]/[C:15]1[CH:20]=[CH:19][CH:18]=[CH:17][CH:16]=1)=[O:10]. Procedure details: A solution of 2.12 g of (E)-2(R)-[1(S)-[(tetrahydro-2(RS)-pyranyloxy)carbamoyl]-4-phenyl-3-butenyl]-2′-(2(R)-hydroxypropionyl)-2′-isobutyl-4-methylvalerohydrazide in 20 ml of methanol was treated with 0.212 g of p-toluenesulphonic acid. The mixture was stirred for 0.5 hour at room temperature and evaporated to give a foam. This foam in ethyl acetate was washed with 5% sodium hydrogen carbonate solution and water, dried over anhydrous magnesium sulphate and evaporated to low volume. The solid whi... Reactants: C(C)C=1C(NC(N([C@H]2C[C@@H]([C@@H](COC(C3=CC=CC=C3)(C3=CC=CC=C3)C3=CC=CC=C3)O2)I)C1)=O)=O (2',3'-dideoxy-5-ethyl-3'-iodo-5'-O-trityluridine). Solvent: C(C)(=O)O (acetic acid), O (water). Product: C(C)C=1C(NC(N([C@H]2C[C@@H]([C@@H](CO)O2)I)C1)=O)=O (2',3'-dideoxy-5-ethyl-3'-iodouridine). The yield is 41.5%. RXN SMILES: [CH2:1]([C:3]1[C:4](=[O:37])[NH:5][C:6](=[O:36])[N:7]([CH:35]=1)[C@@H:8]1[O:33][C@H:11]([CH2:12][O:13]C(C2C=CC=CC=2)(C2C=CC=CC=2)C2C=CC=CC=2)[C@@H:10]([I:34])[CH2:9]1)[CH3:2]>C(O)(=O)C.O>[CH2:1]([C:3]1[C:4](=[O:37])[NH:5][C:6](=[O:36])[N:7]([CH:35]=1)[C@@H:8]1[O:33][C@H:11]([CH2:12][OH:13])[C@@H:10]([I:34])[CH2:9]1)[CH3:2]. Procedure details: A solution of 720 mg of 2',3'-dideoxy-5-ethyl-3'-iodo-5'-O-trityluridine in a mixture of 16 ml of acetic acid and 4 ml of water was stirred and heated under reflux for 1 hour. The solvent was removed by evaporation and the residue was crystallized from a mixture of ethyl acetate and hexane to give 180 mg of 2',3'-dideoxy-5-ethyl-3'-iodouridine in the form of a white solid of melting point 161.5°-163° C. Reactants: NC1=NC=CC=C1O (2-amino-3-pyridinol), C(C)OC=C(C(=O)OCC)C(=O)OCC (diethyl ethoxymethylenemalonate). Run in C(C)C1=C(C=CC=C1)CC (diethylbenzene), C(C)C1=C(C=CC=C1)CC (Diethylbenzene). Conditions: time 1 hour. The product is OC1=CC=CN2C1=NC=C(C2=O)C(=O)OCC (9-Hydroxy-4-oxo-4H-pyrido[1,2-α]pyrimidine-3-carboxylic Acid, Ethyl Ester). Isolated yield 92.6%. RXN SMILES: [NH2:1][C:2]1[C:7]([OH:8])=[CH:6][CH:5]=[CH:4][N:3]=1.C([O:11][CH:12]=[C:13]([C:19](OCC)=O)[C:14]([O:16][CH2:17][CH3:18])=[O:15])C>C(C1C=CC=CC=1CC)C>[OH:8][C:7]1[C:2]2=[N:1][CH:19]=[C:13]([C:14]([O:16][CH2:17][CH3:18])=[O:15])[C:12](=[O:11])[N:3]2[CH:4]=[CH:5][CH:6]=1. Reported procedure: Diethylbenzene Process: A mixture of 66.0 g of 2-amino-3-pyridinol, 220.0 g of diethyl ethoxymethylenemalonate, and 1.0 liter of diethylbenzene was heated so that the internal temperature reached 140° in 1 hour, was kept for 1 hour at 140°, then heated so that the temperature rose to 180° in 1 hour, and then kept 1 hour at 180°. During this entire heating period, 50 ml. of distillate was collected. The solution was allowed to cool spontaneously, was cooled at 0°, filtered, and the solid washed w... Starting materials: CS(=O)(=O)OC[C@@H]1[C@H](CCCC1)N(CC(=O)OCC)[C@@H](C)C1=CC=CC=C1 (ethyl 2-(((1S,2S)-2-((methylsulfonyloxy)methyl)cyclohexyl)((S)-1-phenylethyl)amino)acetate), CC(C)([O-])C.[Na+] (sodium t-butoxide). Solvent: O1CCCC1 (Tetrahydrofuran). Conditions: temperature 65 celsius, time 1 hour. The product is C1(=CC=CC=C1)[C@H](C)N1[C@@H](C[C@H]2CCCC[C@H]12)C(=O)OCC ((2S,3aR,7aS)-Ethyl 1-((S)-1-phenylethyl)octahydro-1H-indole-2-carboxylate). The yield is 36.1%. As a reaction SMILES: CS(O[CH2:6][C@H:7]1[CH2:12][CH2:11][CH2:10][CH2:9][C@@H:8]1[N:13]([C@H:20]([C:22]1[CH:27]=[CH:26][CH:25]=[CH:24][CH:23]=1)[CH3:21])[CH2:14][C:15]([O:17][CH2:18][CH3:19])=[O:16])(=O)=O.CC(C)([O-])C.[Na+]>O1CCCC1>[C:22]1([C@@H:20]([N:13]2[C@@H:8]3[C@H:7]([CH2:12][CH2:11][CH2:10][CH2:9]3)[CH2:6][C@H:14]2[C:15]([O:17][CH2:18][CH3:19])=[O:16])[CH3:21])[CH:27]=[CH:26][CH:25]=[CH:24][CH:23]=1 |f:1.2|. Reported procedure: Tetrahydrofuran (210 mL) was charged to 1 L flask containing ethyl 2-(((1S,2S)-2-((methylsulfonyloxy)methyl)cyclohexyl)((S)-1-phenylethyl)amino)acetate (14, 30.1 g), sodium t-butoxide (9.6 g) was added at ambient temperature between 19-24° C. under nitrogen. The mixture was then heated to 65° C. and stirred for NLT 1 hour and cooled to 5° C. It was then quenched with a solution of ammonium chloride (10.69 g) in water (34 mL) and concentrated to about 100 mL volume. The mixture was diluted with h... RXN SMILES: [CH2:37]([OH:38])[CH3:39].[CH3:3][N:4]1[C:5](=[O:31])[CH2:6][CH2:7][C:8]([CH3:29])([CH3:30])[c:9]2[c:10]1[cH:11][cH:12][c:13]([C:15](=[O:16])[NH:17][c:18]1[cH:19][cH:20][c:21]([C:22](=[O:23])[O:24][CH2:25][CH3:26])[cH:27][cH:28]1)[cH:14]2.[Na+:2].[O:32]1[CH2:33][CH2:34][CH2:35][CH2:36]1.[OH-:1]>>[CH3:3][N:4]1[C:5](=[O:31])[CH2:6][CH2:7][C:8]([CH3:29])([CH3:30])[c:9]2[c:10]1[cH:11][cH:12][c:13]([C:15](=[O:16])[NH:17][c:18]1[cH:19][cH:20][c:21]([C:22](=[O:23])[OH:24])[cH:27][cH:28]1)[cH:14]2. Starting materials: CCO, CCOC(=O)c1ccc(NC(=O)c2ccc3c(c2)C(C)(C)CCC(=O)N3C)cc1, [Na+], C1CCOC1, [OH-]. The product is CN1C(=O)CCC(C)(C)c2cc(C(=O)Nc3ccc(C(=O)O)cc3)ccc21. Reactants: C=CCN1CC(C)N(C(c2ccc(Br)cc2)c2cccc(O)c2)CC1C, [Li]CCCC, C1CCOC1. Product: C=CCN1CC(C)N(C(c2ccccc2)c2cccc(O)c2)CC1C. RXN SMILES: [CH2:1]([CH:2]=[CH2:3])[N:4]1[CH2:5][CH:6]([CH3:26])[N:7]([CH:11]([c:12]2[cH:13][cH:14][c:15]([Br:18])[cH:16][cH:17]2)[c:19]2[cH:20][c:21]([OH:25])[cH:22][cH:23][cH:24]2)[CH2:8][CH:9]1[CH3:10].[CH2:27]([Li:28])[CH2:29][CH2:30][CH3:31].[O:32]1[CH2:33][CH2:34][CH2:35][CH2:36]1>>[CH2:1]([CH:2]=[CH2:3])[N:4]1[CH2:5][CH:6]([CH3:26])[N:7]([CH:11]([c:12]2[cH:13][cH:14][cH:15][cH:16][cH:17]2)[c:19]2[cH:20][c:21]([OH:25])[cH:22][cH:23][cH:24]2)[CH2:8][CH:9]1[CH3:10]. Starting materials: CCOC(=O)CCN(C)C(=O)c1ccc(NC(c2oc3ccc(Br)nc3c2C)C2CCCCC2)cc1, CCO, [Li+], C1CCOC1, [OH-]. Yields the product Cc1c(C(Nc2ccc(C(=O)N(C)CCC(=O)O)cc2)C2CCCCC2)oc2ccc(Br)nc12. As a reaction SMILES: [Br:1][c:2]1[cH:3][cH:4][c:5]2[c:6]([n:7]1)[c:8]([CH3:36])[c:9]([CH:11]([CH:12]1[CH2:13][CH2:14][CH2:15][CH2:16][CH2:17]1)[NH:18][c:19]1[cH:20][cH:21][c:22]([C:25](=[O:26])[N:27]([CH2:28][CH2:29][C:30](=[O:31])[O:32][CH2:33][CH3:34])[CH3:35])[cH:23][cH:24]1)[o:10]2.[CH3:44][CH2:45][OH:46].[Li+:42].[O:37]1[CH2:38][CH2:39][CH2:40][CH2:41]1.[OH-:43]>>[Br:1][c:2]1[cH:3][cH:4][c:5]2[c:6]([n:7]1)[c:8]([CH3:36])[c:9]([CH:11]([CH:12]1[CH2:13][CH2:14][CH2:15][CH2:16][CH2:17]1)[NH:18][c:19]1[cH:20][cH:21][c:22]([C:25](=[O:26])[N:27]([CH2:28][CH2:29][C:30](=[O:31])[OH:32])[CH3:35])[cH:23][cH:24]1)[o:10]2. The reactants are CC(C)CC(C(=O)NN(CC(C)C)S(C)(=O)=O)C(C(=O)O)C1CCCC1, CC(C)CC(C(=O)NN(CC(C)C)S(C)(=O)=O)C(C(=O)NOC1CCCCO1)C1CCCC1. The product is CC(C)=CC(C(=O)NN(CC(C)C)S(C)(=O)=O)C(C(=O)O)C1CCCC1. Reaction SMILES: [C:1](=[O:2])([OH:3])[CH:4]([CH:5]([C:6](=[O:7])[NH:8][N:9]([S:10](=[O:11])(=[O:12])[CH3:13])[CH2:14][CH:15]([CH3:16])[CH3:17])[CH2:18][CH:19]([CH3:20])[CH3:21])[CH:22]1[CH2:23][CH2:24][CH2:25][CH2:26]1.[CH:27]1([CH:28]([C:29](=[O:30])[NH:31][O:32][CH:33]2[CH2:34][CH2:35][CH2:36][CH2:37][O:38]2)[CH:39]([CH2:40][CH:41]([CH3:42])[CH3:43])[C:44]([NH:45][N:46]([CH2:47][CH:48]([CH3:49])[CH3:50])[S:51]([CH3:52])(=[O:53])=[O:54])=[O:55])[CH2:56][CH2:57][CH2:58][CH2:59]1>>[C:1](=[O:2])([OH:3])[CH:4]([CH:5]([C:6](=[O:7])[NH:8][N:9]([S:10](=[O:11])(=[O:12])[CH3:13])[CH2:14][CH:15]([CH3:16])[CH3:17])[CH:18]=[C:19]([CH3:20])[CH3:21])[CH:22]1[CH2:23][CH2:24][CH2:25][CH2:26]1.